Task: describe an organic reaction: reactants, conditions, products, and yield. Dataset: the Open Reaction Database (ORD), a public repository of structured organic reaction records The reactants are FC1=C(N)C=C(C(=C1)C)C1=CC2=C(N=C(N=C2)SC)N=C1C (2-fluoro-4-methyl-5-(7-methyl-2-(methylthio)pyrido[2,3-d]pyrimidin-6-yl)aniline), ClC(=O)OC(=C)C (isopropenyl chloroformate). Solvent: CCOC(=O)C (EtOAc), C(=O)(O)[O-].[Na+] (NaHCO3). Procedure: Add isopropenyl chloroformate (146 mg, 1.207 mmol) to a bi-phasic mixture of 2-fluoro-4-methyl-5-(7-methyl-2-(methylthio)pyrido[2,3-d]pyrimidin-6-yl)aniline (345 mg, 1.097 mmol) in EtOAc (15 mL) and saturated NaHCO3 (20 mL) and stir at RT for 2 h. Add EtOAc, separate the layers, wash the organic layer with brine, dry over Na2SO4 and concentrate to dryness to afford the title compound as an amorphous solid (434 mg, 99%). MS (m/z): 399.1 (M+1). As a reaction SMILES: Cl[C:2]([O:4][C:5]([CH3:7])=[CH2:6])=[O:3].[F:8][C:9]1[CH:15]=[C:14]([CH3:16])[C:13]([C:17]2[C:28]([CH3:29])=[N:27][C:20]3[N:21]=[C:22]([S:25][CH3:26])[N:23]=[CH:24][C:19]=3[CH:18]=2)=[CH:12][C:10]=1[NH2:11]>CCOC(C)=O.C([O-])(O)=O.[Na+]>[F:8][C:9]1[CH:15]=[C:14]([CH3:16])[C:13]([C:17]2[C:28]([CH3:29])=[N:27][C:20]3[N:21]=[C:22]([S:25][CH3:26])[N:23]=[CH:24][C:19]=3[CH:18]=2)=[CH:12][C:10]=1[NH:11][C:2](=[O:3])[O:4][C:5]([CH3:7])=[CH2:6] |f:3.4|. Yield: 99.3%. Reaction conditions: time 2 hour. The product is FC1=C(C=C(C(=C1)C)C1=CC2=C(N=C(N=C2)SC)N=C1C)NC(OC(=C)C)=O (Prop-1-en-2-yl (2-fluoro-4-methyl-5-(7-methyl-2-(methylthio)pyrido[2,3-d]pyrimidin-6-yl)phenyl)carbamate). Starting materials: ClCC(CCCCCl)=O (1,6-dichloro-2-hexanone), ketone, C1(=CC=CC=C1)P(C1=CC=CC=C1)C1=CC=CC=C1 (triphenylphosphine), C1(CCCCO1)=O (δ-valerolactone), Cl (hydrochloric acid), S(=O)(Cl)Cl (thionyl chloride), ClCCCCC(=O)Cl (5-chlorovaleryl chloride), acid chloride, [N+](=[N-])=C (diazomethane), [N+](=[N-])=CC(=O)C=[N+]=[N-] (diazomethyl ketone). Reagents/catalysts: [Cl-].[Zn+2].[Cl-] (zinc chloride). Yields the product [Cl-].ClCCCCC(C[P+](C1=CC=CC=C1)(C1=CC=CC=C1)C1=CC=CC=C1)=O ((6-chloro-2-oxohexyl)triphenylphosphonium chloride). RXN SMILES: C1(=O)OCCCC1.S(Cl)([Cl:10])=O.ClCCCCC(Cl)=O.[N+](=C)=[N-].[N+](=CC(C=[N+]=[N-])=O)=[N-].Cl.Cl[CH2:33][C:34](=[O:40])[CH2:35][CH2:36][CH2:37][CH2:38][Cl:39].[C:41]1([P:47]([C:54]2[CH:59]=[CH:58][CH:57]=[CH:56][CH:55]=2)[C:48]2[CH:53]=[CH:52][CH:51]=[CH:50][CH:49]=2)[CH:46]=[CH:45][CH:44]=[CH:43][CH:42]=1>[Cl-].[Zn+2].[Cl-]>[Cl-:10].[Cl:39][CH2:38][CH2:37][CH2:36][CH2:35][C:34](=[O:40])[CH2:33][P+:47]([C:48]1[CH:49]=[CH:50][CH:51]=[CH:52][CH:53]=1)([C:54]1[CH:59]=[CH:58][CH:57]=[CH:56][CH:55]=1)[C:41]1[CH:42]=[CH:43][CH:44]=[CH:45][CH:46]=1 |f:8.9.10,11.12|. Procedure details: The latter reactions are exemplified by the cleavage of δ-valerolactone with zinc chloride and thionyl chloride to produce 5-chlorovaleryl chloride, reaction of that acid chloride with diazomethane, followed by treatment of the resulting diazomethyl ketone with hydrochloric acid to yield 1,6-dichloro-2-hexanone, and reaction of that ketone with triphenylphosphine to afford (6-chloro-2-oxohexyl)triphenylphosphonium chloride. This product is converted to (5-chloropentanoylmethylene)triphenyl phosp... Reactants: C(C)(C)(C)O[C@H](C(=O)OCC)C1=C(C2=C(N=C(S2)C=2C=CC3=C(N(C(=N3)C)[C@H]3CN(CC3)C(=O)OC(C)(C)C)C2)C=C1C)C1=CC=C(C=C1)Cl ((R)-tert-butyl 3-(6-(6-((S)-1-tert-butoxy-2-ethoxy-2-oxoethyl)-7-(4-chlorophenyl)-5-methylbenzo[d]thiazol-2-yl)-2-methyl-1H-benzo[d]imidazol-1-yl)pyrrolidine-1-carboxylate). The solvent is Cl (HCl), CC(C)O (i-PrOH). The product is C(C)(C)(C)O[C@H](C(=O)OCC)C1=C(C2=C(N=C(S2)C=2C=CC3=C(N(C(=N3)C)[C@H]3CNCC3)C2)C=C1C)C1=CC=C(C=C1)Cl ((S)-ethyl 2-tert-butoxy-2-(7-(4-chlorophenyl)-5-methyl-2-(2-methyl-1-((R)-pyrrolidin-3-yl)-1H-benzo[d]imidazol-6-yl)benzo[d]thiazol-6-yl)acetate). As a reaction SMILES: [C:1]([O:5][C@@H:6]([C:12]1[C:42]([CH3:43])=[CH:41][C:15]2[N:16]=[C:17]([C:19]3[CH:20]=[CH:21][C:22]4[N:26]=[C:25]([CH3:27])[N:24]([C@@H:28]5[CH2:32][CH2:31][N:30](C(OC(C)(C)C)=O)[CH2:29]5)[C:23]=4[CH:40]=3)[S:18][C:14]=2[C:13]=1[C:44]1[CH:49]=[CH:48][C:47]([Cl:50])=[CH:46][CH:45]=1)[C:7]([O:9][CH2:10][CH3:11])=[O:8])([CH3:4])([CH3:3])[CH3:2]>Cl.CC(O)C>[C:1]([O:5][C@@H:6]([C:12]1[C:42]([CH3:43])=[CH:41][C:15]2[N:16]=[C:17]([C:19]3[CH:20]=[CH:21][C:22]4[N:26]=[C:25]([CH3:27])[N:24]([C@@H:28]5[CH2:32][CH2:31][NH:30][CH2:29]5)[C:23]=4[CH:40]=3)[S:18][C:14]=2[C:13]=1[C:44]1[CH:49]=[CH:48][C:47]([Cl:50])=[CH:46][CH:45]=1)[C:7]([O:9][CH2:10][CH3:11])=[O:8])([CH3:2])([CH3:3])[CH3:4]. Reported procedure: A solution of (R)-tert-butyl 3-(6-(6-((S)-1-tert-butoxy-2-ethoxy-2-oxoethyl)-7-(4-chlorophenyl)-5-methylbenzo[d]thiazol-2-yl)-2-methyl-1H-benzo[d]imidazol-1-yl)pyrrolidine-1-carboxylate (77 mg, 0.11 mmol) in 1.25 M HCl in i-PrOH (12 mL) was stirred at room temperature for 16 hours. The solution was then concentrated in vacuo to provide the desired product. LCMS-ESI+: calc'd for C34H38ClN4O3S: 617.2 (M+H+); Found: 617.2 (M+H+). Starting materials: CCc1cc(-c2cncc(C(=O)O)c2)c(C)[nH]c1=O, NCc1cccnc1. Product: CCc1cc(-c2cncc(C(=O)NCc3cccnc3)c2)c(C)[nH]c1=O. Reaction SMILES: [CH2:1]([CH3:2])[c:3]1[cH:4][c:5](-[c:11]2[cH:12][n:13][cH:14][c:15]([C:17](=[O:18])[OH:19])[cH:16]2)[c:6]([CH3:10])[nH:7][c:8]1=[O:9].[n:20]1[cH:21][c:22]([CH2:26][NH2:27])[cH:23][cH:24][cH:25]1>>[CH2:1]([CH3:2])[c:3]1[cH:4][c:5](-[c:11]2[cH:12][n:13][cH:14][c:15]([C:17](=[O:19])[NH:27][CH2:26][c:22]3[cH:21][n:20][cH:25][cH:24][cH:23]3)[cH:16]2)[c:6]([CH3:10])[nH:7][c:8]1=[O:9]. Starting materials: CN(C)c1ccncc1, CO, O=C(O)C(F)(F)F, [I-], ICCCCI, [K+], Nc1ccc(N2CCCC3(CCN(C4CCC(O)CC4)C3=O)C2)c(F)c1, CN(C)C=O, O=C1N(C2CCC(O)CC2)CCC12CCCNC2. Yields the product O=C1N(C2CCC(O)CC2)CCC12CCCN(c1ccc(N3CCCC3)cc1F)C2. Reaction SMILES: [CH3:60][N:61]([CH3:62])[c:63]1[cH:64][cH:65][n:66][cH:67][cH:68]1.[CH3:74][OH:75].[F:53][C:54]([F:55])([F:56])[C:57]([OH:58])=[O:59].[I-:52].[I:1][CH2:2][CH2:3][CH2:4][CH2:5][I:6].[K+:51].[NH2:7][c:8]1[cH:9][c:10]([F:32])[c:11]([N:14]2[CH2:15][C:16]3([CH2:17][CH2:18][N:19]([CH:22]4[CH2:23][CH2:24][CH:25]([OH:28])[CH2:26][CH2:27]4)[C:20]3=[O:21])[CH2:29][CH2:30][CH2:31]2)[cH:12][cH:13]1.[O:69]=[CH:70][N:71]([CH3:72])[CH3:73].[OH:33][CH:34]1[CH2:35][CH2:36][CH:37]([N:38]2[CH2:39][CH2:40][C:41]3([CH2:42][CH2:43][CH2:44][NH:45][CH2:46]3)[C:47]2=[O:48])[CH2:49][CH2:50]1>>[CH2:2]1[CH2:3][CH2:4][CH2:5][N:7]1[c:8]1[cH:9][c:10]([F:32])[c:11]([N:14]2[CH2:15][C:16]3([CH2:17][CH2:18][N:19]([CH:22]4[CH2:23][CH2:24][CH:25]([OH:28])[CH2:26][CH2:27]4)[C:20]3=[O:21])[CH2:29][CH2:30][CH2:31]2)[cH:12][cH:13]1. Reactants: CC(=O)NN, CCO, CN1CCN(c2ccc(C=O)c(F)n2)CC1. Product: CC(=O)NN=Cc1ccc(N2CCN(C)CC2)nc1F. As a reaction SMILES: [C:17]([CH3:18])(=[O:19])[NH:20][NH2:21].[CH3:22][CH2:23][OH:24].[F:1][c:2]1[n:3][c:4]([N:10]2[CH2:11][CH2:12][N:13]([CH3:16])[CH2:14][CH2:15]2)[cH:5][cH:6][c:7]1[CH:8]=[O:9]>>[F:1][c:2]1[n:3][c:4]([N:10]2[CH2:11][CH2:12][N:13]([CH3:16])[CH2:14][CH2:15]2)[cH:5][cH:6][c:7]1[CH:8]=[N:21][NH:20][C:17]([CH3:18])=[O:19].